Dataset: the Open Reaction Database (ORD), a public repository of structured organic reaction records. Task: describe an organic reaction: reactants, conditions, products, and yield The reactants are Br (hydrobromic acid), COC1=CC=C(C=C1)C1=C(C=2C=CC=C3CCCN1C23)CCN2CCN(CC2)C2=NC=CC(=C2)C (2-(4-methoxy-phenyl)-1-{2-[4-(4-methylpyridin-2-yl)piperazin-1-yl]ethyl}-5,6-dihydro-4H-pyrrolo[3,2,1-ij]quinoline), [OH-].[Na+] (sodium hydroxide). The solvent is O (water), C(C)(=O)O (acetic acid). The product is OC1=CC=C(C=C1)C1=C(C=2C=CC=C3CCCN1C23)CCN2CCN(CC2)C2=NC=CC(=C2)C (2-(4-hydroxyphenyl)-1-{2-[4-(4-methylpyridin-2-yl)piperazin-1-yl]ethyl}-5,6-dihydro-4H-pyrrolo[3,2,1-ij]quinoline). Yield: 71.5%. As a reaction SMILES: C[O:2][C:3]1[CH:8]=[CH:7][C:6]([C:9]2[N:19]3[C:20]4[C:15]([CH2:16][CH2:17][CH2:18]3)=[CH:14][CH:13]=[CH:12][C:11]=4[C:10]=2[CH2:21][CH2:22][N:23]2[CH2:28][CH2:27][N:26]([C:29]3[CH:34]=[C:33]([CH3:35])[CH:32]=[CH:31][N:30]=3)[CH2:25][CH2:24]2)=[CH:5][CH:4]=1.Br.[OH-].[Na+]>C(O)(=O)C.O>[OH:2][C:3]1[CH:8]=[CH:7][C:6]([C:9]2[N:19]3[C:20]4[C:15]([CH2:16][CH2:17][CH2:18]3)=[CH:14][CH:13]=[CH:12][C:11]=4[C:10]=2[CH2:21][CH2:22][N:23]2[CH2:24][CH2:25][N:26]([C:29]3[CH:34]=[C:33]([CH3:35])[CH:32]=[CH:31][N:30]=3)[CH2:27][CH2:28]2)=[CH:5][CH:4]=1 |f:2.3|. Procedure: 7.5 g of 2-(4-methoxyphenyl)-1-{2-[4-(4-methylpyridin-2-yl)piperazin-1-yl]ethyl}-5,6-dihydro-4H-pyrrolo[3,2,1-ij]quinoline (preparation see Example 7) were dissolved in 110 ml of acetic acid. 110 ml of 41% strength aqueous hydrobromic acid were added to the solution, and the reaction mixture was heated under reflux for 16 hours. To work up the reaction mixture it was cooled to room temperature, then diluted with 100 ml of water and neutralized by addition of 10% strength aqueous sodium hydroxide...